From a dataset of the Open Reaction Database (ORD), a public repository of structured organic reaction records. describe an organic reaction: reactants, conditions, products, and yield Reactants: CC(C)=CCBr, O=C([O-])[O-], CN(C)C=O, CCOC(C)=O, CC(C)(C)C(=O)OCn1c(=O)c2[nH]c(Cl)nc2n(COC(=O)C(C)(C)C)c1=O, [K+], [K+]. Yields the product CC(C)=CCn1c(Cl)nc2c1c(=O)n(COC(=O)C(C)(C)C)c(=O)n2COC(=O)C(C)(C)C. Reaction SMILES: [Br:35][CH2:36][CH:37]=[C:38]([CH3:39])[CH3:40].[C:29](=[O:30])([O-:31])[O-:32].[CH3:41][N:42]([CH3:43])[CH:44]=[O:45].[CH3:46][CH2:47][O:48][C:49](=[O:50])[CH3:51].[Cl:1][c:2]1[n:3][c:4]2[n:5]([CH2:21][O:22][C:23]([C:24]([CH3:25])([CH3:26])[CH3:27])=[O:28])[c:6](=[O:20])[n:7]([CH2:12][O:13][C:14]([C:15]([CH3:16])([CH3:17])[CH3:18])=[O:19])[c:8](=[O:11])[c:9]2[nH:10]1.[K+:33].[K+:34]>>[Cl:1][c:2]1[n:3][c:4]2[n:5]([CH2:21][O:22][C:23]([C:24]([CH3:25])([CH3:26])[CH3:27])=[O:28])[c:6](=[O:20])[n:7]([CH2:12][O:13][C:14]([C:15]([CH3:16])([CH3:17])[CH3:18])=[O:19])[c:8](=[O:11])[c:9]2[n:10]1[CH2:36][CH:37]=[C:38]([CH3:39])[CH3:40].